describe an organic reaction: reactants, conditions, products, and yield From a dataset of the Open Reaction Database (ORD), a public repository of structured organic reaction records. Starting materials: NC(CO)CO (serinol), Br[Si](C)(C)C (bromotrimethylsilane). The reagents and catalysts are C[Si](N[Si](C)(C)C)(C)C (hexamethyldisilazane). Conditions: time 16 hour. Yields the product NC(CO[Si](C)(C)C)CO[Si](C)(C)C (2-Amino-1,3-bis(trimethylsilyloxy)propane). As a reaction SMILES: [NH2:1][CH:2]([CH2:5][OH:6])[CH2:3][OH:4].Br[Si:8]([CH3:11])([CH3:10])[CH3:9]>C[Si](C)(C)N[Si](C)(C)C>[NH2:1][CH:2]([CH2:5][O:6][Si:8]([CH3:11])([CH3:10])[CH3:9])[CH2:3][O:4][Si:8]([CH3:11])([CH3:10])[CH3:9]. Procedure details: A stirred solution of 1.84 g (20.0 mmol) of serinol in 4.25 mL (20.1 mmol) of hexamethyldisilazane containing 1 drop of bromotrimethylsilane was heated to 180° C. under argon. After 16 h, the reaction mixture was partially cooled and distilled at 0.6 Torr, collecting the fraction with bp 44-47° C. to give title compound as a colorless liquid, 4.05 g, 86%. RXN SMILES: [CH3:1][c:2]1[cH:3][cH:4][cH:5][c:6]([N:9]2[CH2:10][CH2:11][O:12][CH2:13][CH2:14]2)[c:7]1[NH2:8].[Cl:15][C:16]([Cl:17])=[S:18].[O:19]1[CH2:20][CH2:21][O:22][CH2:23][CH2:24]1.[OH2:25]>>[CH3:1][c:2]1[cH:3][cH:4][cH:5][c:6]([N:9]2[CH2:10][CH2:11][O:12][CH2:13][CH2:14]2)[c:7]1[N:8]=[C:16]=[S:18]. The reactants are Cc1cccc(N2CCOCC2)c1N, S=C(Cl)Cl, C1COCCO1, O. Yields the product Cc1cccc(N2CCOCC2)c1N=C=S. Reactants: IC=1C=C2C(C(NC2=CC1)=O)=O (5-iodo-1H-indole-2,3-dione), C(CCCCC)OC1=CC=C(C(=O)NC2=CC=C(C=C2)C(=O)NN)C=C1 (4-(hexyloxy)-N-[4-(hydrazinocarbonyl)phenyl]-benzamide). Run in C(C)(=O)O (acetic acid). Conditions: temperature 100 celsius. Product: C(CCCCC)OC1=CC=C(C(=O)NC2=CC=C(C=C2)C(=O)NN=C2C(NC3=CC=C(C=C23)I)=O)C=C1 (4-(Hexyloxy)-N-(4-{[2-(5-iodo-2-oxo-1,2-dihydro-3H-indol-3-ylidene)hydrazino]carbonyl}phenyl)benzamide). The yield is 90.0%. As a reaction SMILES: [I:1][C:2]1[CH:3]=[C:4]2[C:8](=[CH:9][CH:10]=1)[NH:7][C:6](=[O:11])[C:5]2=O.[CH2:13]([O:19][C:20]1[CH:38]=[CH:37][C:23]([C:24]([NH:26][C:27]2[CH:32]=[CH:31][C:30]([C:33]([NH:35][NH2:36])=[O:34])=[CH:29][CH:28]=2)=[O:25])=[CH:22][CH:21]=1)[CH2:14][CH2:15][CH2:16][CH2:17][CH3:18]>C(O)(=O)C>[CH2:13]([O:19][C:20]1[CH:38]=[CH:37][C:23]([C:24]([NH:26][C:27]2[CH:28]=[CH:29][C:30]([C:33]([NH:35][N:36]=[C:5]3[C:4]4[C:8](=[CH:9][CH:10]=[C:2]([I:1])[CH:3]=4)[NH:7][C:6]3=[O:11])=[O:34])=[CH:31][CH:32]=2)=[O:25])=[CH:22][CH:21]=1)[CH2:14][CH2:15][CH2:16][CH2:17][CH3:18]. Reported procedure: Into a suspension of 5-iodo-1H-indole-2,3-dione in acetic acid was added 4-(hexyloxy)-N-[4-(hydrazinocarbonyl)phenyl]-benzamide. After stirring at 100° C., the reaction mixture was cooled to rt and a yellow solid precipitated out. Filtration on a fritté, washing with AcOH, water and drying under vacuo at 60° C. overnight gave 110 mg of the title compound (90%) as a yellow powder in 91.1% purity by HPLC (Rt: 5.86, gradient of 8 min, MaxPlot detection between 230 and 400 nm). Starting materials: C1CCOC1 (THF), CC(C#N)(C[C@@]1(CCN(C(O1)=O)[C@@H](C)C1=CC=C(C=C1)C1=CN(C(C=C1)=O)C)C1=CC=CC=C1)C (2,2-dimethyl-3-((R)-3-((S)-1-(4-(1-methyl-6-oxo-1,6-dihydropyridin-3-yl)phenyl)ethyl)-2-oxo-6-phenyl-1,3-oxazinan-6-yl)propanenitrile), C(C)(=O)N (acetamide). Reagents/catalysts: Cl[Pd]Cl (PdCl2). Solvent: O (H2O). Product: CC(C(=O)N)(C[C@@]1(CCN(C(O1)=O)[C@@H](C)C1=CC=C(C=C1)C1=CN(C(C=C1)=O)C)C1=CC=CC=C1)C (2,2-dimethyl-3-((R)-3-((S)-1-(4-(1-methyl-6-oxo-1,6-dihydropyridin-3-yl)phenyl)ethyl)-2-oxo-6-phenyl-1,3-oxazinan-6-yl)propanamide). Reaction SMILES: C1C[O:4]CC1.[CH3:6][C:7]([CH3:40])([CH2:10][C@@:11]1([C:34]2[CH:39]=[CH:38][CH:37]=[CH:36][CH:35]=2)[O:16][C:15](=[O:17])[N:14]([C@H:18]([C:20]2[CH:25]=[CH:24][C:23]([C:26]3[CH:31]=[CH:30][C:29](=[O:32])[N:28]([CH3:33])[CH:27]=3)=[CH:22][CH:21]=2)[CH3:19])[CH2:13][CH2:12]1)[C:8]#[N:9].C(N)(=O)C>Cl[Pd]Cl.O>[CH3:40][C:7]([CH3:6])([CH2:10][C@@:11]1([C:34]2[CH:39]=[CH:38][CH:37]=[CH:36][CH:35]=2)[O:16][C:15](=[O:17])[N:14]([C@H:18]([C:20]2[CH:25]=[CH:24][C:23]([C:26]3[CH:31]=[CH:30][C:29](=[O:32])[N:28]([CH3:33])[CH:27]=3)=[CH:22][CH:21]=2)[CH3:19])[CH2:13][CH2:12]1)[C:8]([NH2:9])=[O:4]. Procedure: A THF:H2O (2 mL, 3:1) solution of 2,2-dimethyl-3-((R)-3-((S)-1-(4-(1-methyl-6-oxo-1,6-dihydropyridin-3-yl)phenyl)ethyl)-2-oxo-6-phenyl-1,3-oxazinan-6-yl)propanenitrile (55 mg, 0.12 mmol), acetamide (177 mg, 3 mmol) and PdCl2 (21 mg, 0.12 mmol) was stirred overnight. The solvent was removed and the crude material redissolved in CH3CN. The crude product was purified via prep HPLC to afford 2,2-dimethyl-3-((R)-3-((S)-1-(4-(1-methyl-6-oxo-1,6-dihydropyridin-3-yl)phenyl)ethyl)-2-oxo-6-phenyl-1,3-oxaz... The reactants are CCOC(=O)CCC(C(=O)OCC)n1sc2cc([N+](=O)[O-])ccc2c1=O, CC(=O)O, [Fe]. The product is CCOC(=O)CCC(C(=O)OCC)n1sc2cc(N)ccc2c1=O. Reaction SMILES: [CH2:1]([CH3:2])[O:3][C:4]([CH:5]([CH2:6][CH2:7][C:8](=[O:9])[O:10][CH2:11][CH3:12])[n:13]1[s:14][c:15]2[c:16]([c:17]1=[O:18])[cH:19][cH:20][c:21]([N+:23]([O-:24])=[O:25])[cH:22]2)=[O:26].[CH3:27][C:28](=[O:29])[OH:30].[Fe:31]>>[CH2:1]([CH3:2])[O:3][C:4]([CH:5]([CH2:6][CH2:7][C:8](=[O:9])[O:10][CH2:11][CH3:12])[n:13]1[s:14][c:15]2[c:16]([c:17]1=[O:18])[cH:19][cH:20][c:21]([NH2:23])[cH:22]2)=[O:26]. The reactants are CN(C)CCn1cc(-c2cccc([N+](=O)[O-])c2)c(OCc2ccccc2)n1, CCO, [Cl-], [Fe], [NH4+], O. Product: CN(C)CCn1cc(-c2cccc(N)c2)c(OCc2ccccc2)n1. As a reaction SMILES: [CH2:1]([c:2]1[cH:3][cH:4][cH:5][cH:6][cH:7]1)[O:8][c:9]1[n:10][n:11]([CH2:23][CH2:24][N:25]([CH3:26])[CH3:27])[cH:12][c:13]1-[c:14]1[cH:15][c:16]([N+:20]([O-:21])=[O:22])[cH:17][cH:18][cH:19]1.[CH3:30][CH2:31][OH:32].[Cl-:28].[Fe:34].[NH4+:29].[OH2:33]>>[CH2:1]([c:2]1[cH:3][cH:4][cH:5][cH:6][cH:7]1)[O:8][c:9]1[n:10][n:11]([CH2:23][CH2:24][N:25]([CH3:26])[CH3:27])[cH:12][c:13]1-[c:14]1[cH:15][c:16]([NH2:20])[cH:17][cH:18][cH:19]1. The reactants are CC#CCBr, CC#CCOc1cc(NC(C)C)ncn1, [H-], [Na+], C1CCOC1, O. The product is CC#CCOc1cc(N(CC#CC)C(C)C)ncn1. As a reaction SMILES: [Br:16][CH2:17][C:18]#[C:19][CH3:20].[CH2:1]([C:2]#[C:3][CH3:4])[O:5][c:6]1[n:7][cH:8][n:9][c:10]([NH:12][CH:13]([CH3:14])[CH3:15])[cH:11]1.[H-:21].[Na+:22].[O:24]1[CH2:25][CH2:26][CH2:27][CH2:28]1.[OH2:23]>>[CH2:1]([C:2]#[C:3][CH3:4])[O:5][c:6]1[n:7][cH:8][n:9][c:10]([N:12]([CH:13]([CH3:14])[CH3:15])[CH2:17][C:18]#[C:19][CH3:20])[cH:11]1.